The task is: describe an organic reaction: reactants, conditions, products, and yield. This data is from the Open Reaction Database (ORD), a public repository of structured organic reaction records. The reactants are CCO, Cc1cc(F)ccc1[N+](=O)[O-], [H][H]. Product: Cc1cc(F)ccc1N. Reaction SMILES: [CH3:14][CH2:15][OH:16].[F:1][c:2]1[cH:3][cH:4][c:5]([N+:9]([O-:10])=[O:11])[c:6]([CH3:8])[cH:7]1.[H:12][H:13]>>[F:1][c:2]1[cH:3][cH:4][c:5]([NH2:9])[c:6]([CH3:8])[cH:7]1. The reactants are CN(C(=O)N1CCC2=C(CC1)C=CC(=C2)S(=O)(=O)N)C (3-dimethylcarbamoyl-2,3,4,5-tetrahydro-1H-3-benzazepine-7-sulfonamide), S(O)(O)(=O)=O (sulfuric acid), C([O-])([O-])=O.[K+].[K+] (potassium carbonate), C(C)OC(=O)Cl (chloroformic acid ethyl ester). Run in C(Cl)(Cl)Cl (chloroform), CC(=O)C (acetone), O (water). Run at temperature 25 celsius. Product: C(C)OC(NS(=O)(=O)C1=CC2=C(CCN(CC2)C(N(C)C)=O)C=C1)=O ([(3-dimethylcarbamoyl-2,3,4,5-tetrahydro-1H-3-benzazepin-7-yl)sulfonyl]carbamic acid ethyl ester). RXN SMILES: [CH3:1][N:2]([CH3:20])[C:3]([N:5]1[CH2:11][CH2:10][C:9]2[CH:12]=[CH:13][C:14]([S:16]([NH2:19])(=[O:18])=[O:17])=[CH:15][C:8]=2[CH2:7][CH2:6]1)=[O:4].C(=O)([O-])[O-].[K+].[K+].[CH2:27]([O:29][C:30](Cl)=[O:31])[CH3:28].S(=O)(=O)(O)O>C(Cl)(Cl)Cl.O.CC(C)=O>[CH2:27]([O:29][C:30](=[O:31])[NH:19][S:16]([C:14]1[CH:13]=[CH:12][C:9]2[CH2:10][CH2:11][N:5]([C:3](=[O:4])[N:2]([CH3:20])[CH3:1])[CH2:6][CH2:7][C:8]=2[CH:15]=1)(=[O:18])=[O:17])[CH3:28] |f:1.2.3|. Procedure details: A mixture of 7.5 g. of 3-dimethylcarbamoyl-2,3,4,5-tetrahydro-1H-3-benzazepine-7-sulfonamide, 13.9 g. of potassium carbonate, 9.6 ml. of chloroformic acid ethyl ester and 150 ml. of acetone is heated to reflux for 16 hours while stirring, then cooled to 25° C. and poured on to a mixture of 500 ml. of water and 1000 ml. of chloroform. The pH of the aqueous phase is then brought to 2.0 with 6N sulfuric acid while stirring. The chloroform phase is subsequently separated, dried over sodium sulfate a... The reactants are C=CCC1(O)CC(C(=O)O)N(C(=O)CCSC(C)=O)C1, N. The product is C=CCC1(O)CC(C(=O)O)N(C(=O)CCS)C1. Reaction SMILES: [C:1](=[O:2])([CH3:3])[S:4][CH2:5][CH2:6][C:7](=[O:8])[N:9]1[CH:10]([C:11](=[O:12])[OH:13])[CH2:14][C:15]([OH:17])([CH2:18][CH:19]=[CH2:20])[CH2:16]1.[NH3:21]>>[SH:4][CH2:5][CH2:6][C:7](=[O:8])[N:9]1[CH:10]([C:11](=[O:12])[OH:13])[CH2:14][C:15]([OH:17])([CH2:18][CH:19]=[CH2:20])[CH2:16]1. Isolated yield 72.0%. RXN SMILES: [F:1][CH:2]([F:15])[O:3][C:4]1[CH:9]=[CH:8][C:7]([O:10]C(C)(C)C)=[CH:6][CH:5]=1.C(O)C.S(=O)(=O)(O)O>O>[F:1][CH:2]([F:15])[O:3][C:4]1[CH:5]=[CH:6][C:7]([OH:10])=[CH:8][CH:9]=1. Yields the product FC(OC1=CC=C(C=C1)O)F (4-difluoromethoxyphenol). The solvent is O (water). Starting materials: FC(OC1=CC=C(C=C1)OC(C)(C)C)F (1-(difluoromethoxy)-4-(tert.-butoxy)benzene), C(C)O (ethanol), S(O)(O)(=O)=O (sulfuric acid). Procedure: 30 g of 1-(difluoromethoxy)-4-(tert.-butoxy)benzene from Example 4a), 200 ml of ethanol, 50 ml of water and 10 ml of concentrated sulfuric acid were stirred at 80° C. for 2 hours. The reaction mixture was extracted with ether, the organic phase was dried and filtered, and the filtrate was concentrated to give 16 g of 4-difluoromethoxyphenol. Starting materials: O=C([O-])[O-], C1COCCOCCOCCOCCOCCO1, CC1(C)CONC1=O, CC#N, Fc1cccc(Cl)c1CCl, [K+], [K+]. The product is CC1(C)CON(Cc2c(F)cccc2Cl)C1=O. As a reaction SMILES: [C:1](=[O:2])([O-:3])[O-:4].[CH2:7]1[O:8][CH2:9][CH2:10][O:11][CH2:12][CH2:13][O:14][CH2:15][CH2:16][O:17][CH2:18][CH2:19][O:20][CH2:21][CH2:22][O:23][CH2:24]1.[CH3:25][C:26]1([CH3:32])[C:27](=[O:31])[NH:28][O:29][CH2:30]1.[CH3:43][C:44]#[N:45].[Cl:33][c:34]1[c:35]([CH2:41][Cl:42])[c:36]([F:40])[cH:37][cH:38][cH:39]1.[K+:5].[K+:6]>>[CH3:25][C:26]1([CH3:32])[C:27](=[O:31])[N:28]([CH2:41][c:35]2[c:34]([Cl:33])[cH:39][cH:38][cH:37][c:36]2[F:40])[O:29][CH2:30]1. Run in C(Cl)(Cl)Cl (CHCl3). Procedure details: To a solution of dodecane thiol (1.00 mL, 4.17 mmol, Aldrich) in 20 mL CHCl3 was added suliryl chloride (0.74 mL, 9.19 mmol, Aldrich), and the regulting mixture was stirred at room temperature for 18 h. Removal of solvent (aspirator), afforded dodecansulfenyl chloride that was determined to be sufficiently pure by 1H NMR. Reaction SMILES: [CH2:1]([SH:13])[CH2:2][CH2:3][CH2:4][CH2:5][CH2:6][CH2:7][CH2:8][CH2:9][CH2:10][CH2:11][CH3:12].[Cl-:14]>C(Cl)(Cl)Cl>[CH2:1]([S:13][Cl:14])[CH2:2][CH2:3][CH2:4][CH2:5][CH2:6][CH2:7][CH2:8][CH2:9][CH2:10][CH2:11][CH3:12]. Product: C(CCCCCCCCCCC)SCl (dodecansulfenyl chloride). The reactants are C(CCCCCCCCCCC)S (dodecane thiol), [Cl-] (chloride). Run at time 18 hour. Starting materials: COC(=O)C1(CCN(CC1)C(=O)OC(C)(C)C)C (4-Methylpiperidine-1,4-dicarboxylic acid 1-tert-butyl ester 4-methyl ester), [H-].[Al+3].[Li+].[H-].[H-].[H-] (lithium aluminum hydride). Solvent: C1CCOC1 (THF), C1CCOC1 (THF). Run at temperature 0 celsius. Product: C(C)(C)(C)OC(=O)N1CCC(CC1)(C)CO (4-hydroxymethyl-4-methylpiperidine-1-carboxylic acid tert-butyl ester). Isolated yield 96.7%. As a reaction SMILES: C[O:2][C:3]([C:5]1([CH3:18])[CH2:10][CH2:9][N:8]([C:11]([O:13][C:14]([CH3:17])([CH3:16])[CH3:15])=[O:12])[CH2:7][CH2:6]1)=O.[H-].[Al+3].[Li+].[H-].[H-].[H-]>C1COCC1>[C:14]([O:13][C:11]([N:8]1[CH2:9][CH2:10][C:5]([CH2:3][OH:2])([CH3:18])[CH2:6][CH2:7]1)=[O:12])([CH3:17])([CH3:16])[CH3:15] |f:1.2.3.4.5.6|. Procedure details: 4-Methylpiperidine-1,4-dicarboxylic acid 1-tert-butyl ester 4-methyl ester (1.48 g, 5.73 mmol) is dissolved in THF (15 mL) and cooled to 0° C. 1.0 M lithium aluminum hydride in THF (6.30 mL, 6.30 mmol) is added dropwise. After 1.25 hours the reaction is quenched with MeOH, then stirred with saturated Rochelle's salt until two layers form. The two layers are separated and the aqueous layer is treated with 5 N NaOH and extracted with diethyl ether. The organic layers are combined, concentrated, an... Reactants: II (iodine), C1(=CC=CC=C1)P(C1=CC=CC=C1)C1=CC=CC=C1 (triphenylphosphine). Procedure: The 3α-iodo derivative of 4,4-nor-methyl glycyrrhetinic acid, methyl ester is prepared by a method similar to that used by Greenhouse and Muchowski [Greenhouse, R., Muchowski, J. M., Can. J. Chem. 59 (1981) 1025-1027] (see Example 1). To a solution of 12.69 g (0.05 mole) of iodine in anhydrous benzene (35 mL) is added a solution of triphenylphosphine (13.12 g, 0.05 mole) in dry benzene (50 mL). After the solution becomes pale, an abundant yellow precipitate of triphenylphosphine diiodide is prod... Reaction SMILES: [I:1]I.[C:3]1([P:9]([C:16]2[CH:21]=[CH:20][CH:19]=[CH:18][CH:17]=2)[C:10]2[CH:15]=[CH:14][CH:13]=[CH:12][CH:11]=2)[CH:8]=[CH:7][CH:6]=[CH:5][CH:4]=1>C1C=CC=CC=1>[I-:1].[I-:1].[C:16]1([P:9]([C:3]2[CH:4]=[CH:5][CH:6]=[CH:7][CH:8]=2)[C:10]2[CH:15]=[CH:14][CH:13]=[CH:12][CH:11]=2)[CH:17]=[CH:18][CH:19]=[CH:20][CH:21]=1 |f:3.4.5|. The solvent is C1=CC=CC=C1 (benzene), C1=CC=CC=C1 (benzene). Product: methyl ester, [I-].[I-].C1(=CC=CC=C1)P(C1=CC=CC=C1)C1=CC=CC=C1 (triphenylphosphine diiodide). Reactants: COC(=O)c1sc(C)nc1-c1ccc(C)cc1, CCO, [K+], [OH-], O. Yields the product Cc1ccc(-c2nc(C)sc2C(=O)O)cc1. As a reaction SMILES: [CH3:1][O:2][C:3](=[O:4])[c:5]1[c:6](-[c:11]2[cH:12][cH:13][c:14]([CH3:17])[cH:15][cH:16]2)[n:7][c:8]([CH3:10])[s:9]1.[CH3:21][CH2:22][OH:23].[K+:19].[OH-:18].[OH2:20]>>[O:2]=[C:3]([OH:4])[c:5]1[c:6](-[c:11]2[cH:12][cH:13][c:14]([CH3:17])[cH:15][cH:16]2)[n:7][c:8]([CH3:10])[s:9]1.